This data is from the Open Reaction Database (ORD), a public repository of structured organic reaction records. The task is: describe an organic reaction: reactants, conditions, products, and yield Starting materials: BrC1=C(C=CC=C1)N1C2=C(C=3C=C(C=CC13)C)CN(CC2)C (5-(2-bromo-phenyl)-2,8-dimethyl-2,3,4,5-tetrahydro-1H-pyrido[4,3-b]indole), FC1=CC=C(C=C1)B(O)O (4-fluorophenylboronic acid), [O-]P(=O)([O-])[O-].[K+].[K+].[K+] (K3PO4). Reagents/catalysts: Cl[Pd]([P](C1=CC=CC=C1)(C2=CC=CC=C2)C3=CC=CC=C3)([P](C4=CC=CC=C4)(C5=CC=CC=C5)C6=CC=CC=C6)Cl (PdCl2(PPh3)2). Solvent: CN(C)C=O.O (DMF water), O (water). Run at temperature 95 celsius. Product: FC1=CC=C(C=C1)C1=C(C=CC=C1)N1C2=C(C=3C=C(C=CC13)C)CN(CC2)C (5-(4′-fluorobiphenyl-2-yl)-2,8-dimethyl-2,3,4,5-tetrahydro-1H-pyrido[4,3-b]indole). Isolated yield 18.4%. As a reaction SMILES: Br[C:2]1[CH:7]=[CH:6][CH:5]=[CH:4][C:3]=1[N:8]1[C:16]2[CH:15]=[CH:14][C:13]([CH3:17])=[CH:12][C:11]=2[C:10]2[CH2:18][N:19]([CH3:22])[CH2:20][CH2:21][C:9]1=2.[F:23][C:24]1[CH:29]=[CH:28][C:27](B(O)O)=[CH:26][CH:25]=1.[O-]P([O-])([O-])=O.[K+].[K+].[K+]>CN(C=O)C.O.O.Cl[Pd](Cl)([P](C1C=CC=CC=1)(C1C=CC=CC=1)C1C=CC=CC=1)[P](C1C=CC=CC=1)(C1C=CC=CC=1)C1C=CC=CC=1>[F:23][C:24]1[CH:29]=[CH:28][C:27]([C:2]2[CH:7]=[CH:6][CH:5]=[CH:4][C:3]=2[N:8]2[C:16]3[CH:15]=[CH:14][C:13]([CH3:17])=[CH:12][C:11]=3[C:10]3[CH2:18][N:19]([CH3:22])[CH2:20][CH2:21][C:9]2=3)=[CH:26][CH:25]=1 |f:2.3.4.5,6.7,^1:50,69|. Procedure details: To a de-aerated solution of 5-(2-bromo-phenyl)-2,8-dimethyl-2,3,4,5-tetrahydro-1H-pyrido[4,3-b]indole (100 mg, 0.282 mmol), 4-fluorophenylboronic acid (59 mg, 0.423 mmol) and K3PO4 (149 mg, 0.706 mmol) in DMF-water (4:1 mL) was added PdCl2(PPh3)2 (10 mg, 5 mol %). The reaction mixture was heated at 95° C. for 30 min under nitrogen atmosphere. The reaction mixture was diluted with water and extracted with EtOAc. The organic layer was dried over anhydrous sodium sulfate and concentrated under redu... Run at temperature 5 celsius, time 4 hour. Yields the product NC1[C@@H]2N(C(=C(CS2)\C=C/C=2N=NSC2)C(=O)OCC2=CC=C(C=C2)OC)C1=O (p-methoxybenzyl 7-amino-3-[(Z)-2-(1,2,3-thiadiazol-4-yl)vinyl]-3-cephem-4-carboxylate). Yield: 69.7%. Reaction SMILES: P(Cl)(Cl)(Cl)(Cl)Cl.N1C=CC=CC=1.C1(CC([NH:22][CH:23]2[C:49](=[O:50])[N:25]3[C:26]([C:37]([O:39][CH2:40][C:41]4[CH:46]=[CH:45][C:44]([O:47][CH3:48])=[CH:43][CH:42]=4)=[O:38])=[C:27](/[CH:30]=[CH:31]\[C:32]4[N:33]=[N:34][S:35][CH:36]=4)[CH2:28][S:29][C@H:24]23)=O)C=CC=CC=1.C(=O)(O)[O-].[Na+]>O.CO.C(Cl)Cl>[NH2:22][CH:23]1[C:49](=[O:50])[N:25]2[C:26]([C:37]([O:39][CH2:40][C:41]3[CH:42]=[CH:43][C:44]([O:47][CH3:48])=[CH:45][CH:46]=3)=[O:38])=[C:27](/[CH:30]=[CH:31]\[C:32]3[N:33]=[N:34][S:35][CH:36]=3)[CH2:28][S:29][C@H:24]12 |f:3.4|. The reactants are N1=CC=CC=C1 (pyridine), C([O-])(O)=O.[Na+] (sodium bicarbonate), P(Cl)(Cl)(Cl)(Cl)Cl (Phosphorus pentachloride), C1(=CC=CC=C1)CC(=O)NC1[C@@H]2N(C(=C(CS2)\C=C/C=2N=NSC2)C(=O)OCC2=CC=C(C=C2)OC)C1=O (p-Methoxybenzyl 7-phenylacetamido-3-[(Z)-2-(1,2,3-thiadiazol-4-yl)vinyl]-3-cephem-4-carboxylate). Solvent: O (water), C(Cl)Cl (methylene chloride), CO (methanol). Procedure: Phosphorus pentachloride (8.12 g, 39 mmol) was added to methylene chloride (70 ml) and cooled to 5° C. It was stirred for 1 hour by addition of pyridine (10.39 g, 130 mmol). p-Methoxybenzyl 7-phenylacetamido-3-[(Z)-2-(1,2,3-thiadiazol-4-yl)vinyl]-3-cephem-4-carboxylate (7.27 g, 13 mmol) was added to this reaction solution and it was stirred at 5° C. for 4 hours. The reaction solution was cooled to -30° C. and stirred for 1 hour by addition of dehydrated methanol (53 ml). The temperature of the r... Starting materials: C(C)(C)(C)OC(=O)N[C@H](COC=1C=CC(=NC1)C(=O)OC)C (methyl 5-({(2S)-2-[(tert-butoxycarbonyl)amino]propyl}oxy)pyridine-2-carboxylate), C1(=CC=CC=C1)C (toluene), [H-].C(C(C)C)[Al+]CC(C)C (diisobutylaluminum hydride), O.O.O.O.O.O.O.O.O.O.S(=O)(=O)([O-])[O-].[Na+].[Na+] (Sodium sulfate decahydrate). The solvent is C1CCOC1 (THF). Run at temperature -20 celsius, time 2 hour. Yields the product C(=O)C1=CC=C(C=N1)OC[C@H](C)NC(OC(C)(C)C)=O (tert-butyl {(1S)-2-[(6-formylpyridin-3-yl)oxy]-1-methylethyl}carbamate). Isolated yield 99.6%. As a reaction SMILES: [C:1]([O:5][C:6]([NH:8][C@@H:9]([CH3:22])[CH2:10][O:11][C:12]1[CH:13]=[CH:14][C:15]([C:18](OC)=[O:19])=[N:16][CH:17]=1)=[O:7])([CH3:4])([CH3:3])[CH3:2].C1(C)C=CC=CC=1.[H-].C([Al+]CC(C)C)C(C)C.O.O.O.O.O.O.O.O.O.O.S([O-])([O-])(=O)=O.[Na+].[Na+]>C1COCC1>[CH:18]([C:15]1[N:16]=[CH:17][C:12]([O:11][CH2:10][C@@H:9]([NH:8][C:6](=[O:7])[O:5][C:1]([CH3:4])([CH3:3])[CH3:2])[CH3:22])=[CH:13][CH:14]=1)=[O:19] |f:2.3,4.5.6.7.8.9.10.11.12.13.14.15.16|. Procedure: To a solution of methyl 5-({(2S)-2-[(tert-butoxycarbonyl)amino]propyl}oxy)pyridine-2-carboxylate (4.78 g) in THF (75 mL) was added a toluene solution (1.0 M, 30.8 mL) of diisobutylaluminum hydride at −78° C., and the mixture was stirred at −20° C. for 2 hr under an argon atmosphere. Sodium sulfate decahydrate (22.7 g) was added thereto at −78° C., and the mixture was stirred at room temperature overnight. The reaction mixture was filtered through celite, and the solvent of the filtrate was evapo... Starting materials: CN(C(C#N)(CO[Si](C)(C)C(C)(C)C)C)C (2-(dimethylamino)-3-{[(1,1-dimethylethyl)(dimethyl)silyl]oxy}-2-methylpropanenitrile), C1(=CC=CC=C1)[Li] (phenyl lithium), solution, [BH4-].[Na+] (sodium borohydride), NC(C1(CCCC1)N(C)C)C1=CC=CC=C1 (Racemic {1-[amino(phenyl)methyl]cyclopentyl}dimethylamine). Run in C(CCC)OCCCC (dibutyl ether), C1CCOC1 (THF), CO (methanol). Product: NC(C(C)(CO[Si](C)(C)C(C)(C)C)N(C)C)C1=CC=CC=C1 ((±)[2-Amino-1-({[(1,1-dimethylethyl)(dimethyl)silyl]oxy}methyl)-1-methyl-2-phenylethyl]dimethylamine). Yield: 33.0%. Reaction SMILES: [CH3:1][N:2]([CH3:16])[C:3]([CH3:15])([CH2:6][O:7][Si:8]([C:11]([CH3:14])([CH3:13])[CH3:12])([CH3:10])[CH3:9])[C:4]#[N:5].[C:17]1([Li])[CH:22]=[CH:21][CH:20]=[CH:19][CH:18]=1.[BH4-].[Na+].NC(C1C=CC=CC=1)C1(N(C)C)CCCC1>C(OCCCC)CCC.C1COCC1.CO>[NH2:5][CH:4]([C:17]1[CH:22]=[CH:21][CH:20]=[CH:19][CH:18]=1)[C:3]([N:2]([CH3:16])[CH3:1])([CH2:6][O:7][Si:8]([C:11]([CH3:12])([CH3:14])[CH3:13])([CH3:10])[CH3:9])[CH3:15] |f:2.3|. Reported procedure: The title compound (930 mg, 33%) was prepared from 2-(dimethylamino)-3-{[(1,1-dimethylethyl)(dimethyl)silyl]oxy}-2-methylpropanenitrile D47 (2.1 g, 8.67 mmol), phenyl lithium (10.0 ml of a 1.8M solution in dibutyl ether, 18.0 mmol) in THF (30 ml) followed by sodium borohydride (830 mg, 26.0 mmol) in methanol (50 ml) in a similar manner to that described in D2. Chromatography (Biotage Horizon) to isolate the title compound was carried out using (i) 0 to 100% ethyl acetate/pentane, (ii) 100% ethyl... Starting materials: FC=1C=C(C=CC1)C1(CCN(CC1)C(C(C(C)C)(N)C)=O)CCN1[C@H]2CC(C[C@@H]1CC2)N2C(=NC1=C2C=CC=C1)C (1-(4-(3-fluorophenyl)-4-{2-[(1R,5S)-3-(2-methyl-1H-benzimidazol-1-yl)-8-azabicyclo[3.2.1]oct-8-yl]ethyl}-1-piperidinyl)-2,3-dimethyl-1-oxo-2-butanamine), ClC(C(=O)Cl)Cl (Dichloro-acetyl chloride), CCN(C(C)C)C(C)C (DIEA). Yields the product ClC(C(=O)NC(C(C)C)(C)C(=O)N1CCC(CC1)(CCN1[C@H]2CC(C[C@@H]1CC2)N2C(=NC1=C2C=CC=C1)C)C1=CC(=CC=C1)F)Cl (2,2-dichloro-N-{1-[(4-(3-fluorophenyl)-4-{2-[(1R,5S)-3-(2-methyl-1H-benzimidazol-1-yl)-8-azabicyclo[3.2.1]oct-8-yl]ethyl}-1-piperidinyl) carbonyl]-1,2-dimethylpropyl}acetamide). Isolated yield 69.6%. As a reaction SMILES: [F:1][C:2]1[CH:3]=[C:4]([C:8]2([CH2:22][CH2:23][N:24]3[C@H:29]4[CH2:30][CH2:31][C@@H:25]3[CH2:26][CH:27]([N:32]3[C:36]5[CH:37]=[CH:38][CH:39]=[CH:40][C:35]=5[N:34]=[C:33]3[CH3:41])[CH2:28]4)[CH2:13][CH2:12][N:11]([C:14](=[O:21])[C:15]([CH3:20])([NH2:19])[CH:16]([CH3:18])[CH3:17])[CH2:10][CH2:9]2)[CH:5]=[CH:6][CH:7]=1.[Cl:42][CH:43]([Cl:47])[C:44](Cl)=[O:45].CCN(C(C)C)C(C)C>>[Cl:42][CH:43]([Cl:47])[C:44]([NH:19][C:15]([C:14]([N:11]1[CH2:12][CH2:13][C:8]([C:4]2[CH:5]=[CH:6][CH:7]=[C:2]([F:1])[CH:3]=2)([CH2:22][CH2:23][N:24]2[C@H:29]3[CH2:30][CH2:31][C@@H:25]2[CH2:26][CH:27]([N:32]2[C:36]4[CH:37]=[CH:38][CH:39]=[CH:40][C:35]=4[N:34]=[C:33]2[CH3:41])[CH2:28]3)[CH2:9][CH2:10]1)=[O:21])([CH3:20])[CH:16]([CH3:17])[CH3:18])=[O:45]. Procedure: 2,2-dichloro-N-{1-[(4-(3-fluorophenyl)-4-{2-[(1R,5S)-3-(2-methyl-1H-benzimidazol-1-yl)-8-azabicyclo[3.2.1]oct-8-yl]ethyl}-1-piperidinyl)carbonyl]-1,2-dimethylpropyl}acetamide was obtained from treating 1,1-dimethylethyl {1-[(4-(3-fluorophenyl-4-{2-[(1R,5S)-3-(2-methyl-1H-benzimidazol-1-yl)-8-azabicyclo[3.2.1]oct-8-yl]ethyl}-1-piperidinyl)carbonyl]-1,2-dimethylpropyl}carbamate, example 915, (0.623 g, 0.94 mmol) with HCl as outlined in the procedure for Example 890 to form 1-(4-(3-fluorophenyl)-4-... Starting materials: O=C(Cl)c1ccccc1, CCCCCCC(C)(O)CC, Cc1ccccc1, c1ccncc1. Yields the product CCCCCCC(C)(CC)OC(=O)c1ccccc1. Reaction SMILES: [C:18]([c:19]1[cH:20][cH:21][cH:22][cH:23][cH:24]1)(=[O:25])[Cl:26].[CH3:1][C:2]([CH2:3][CH3:4])([CH2:5][CH2:6][CH2:7][CH2:8][CH2:9][CH3:10])[OH:11].[CH3:27][c:28]1[cH:29][cH:30][cH:31][cH:32][cH:33]1.[cH:12]1[cH:13][cH:14][n:15][cH:16][cH:17]1>>[CH3:1][C:2]([CH2:3][CH3:4])([CH2:5][CH2:6][CH2:7][CH2:8][CH2:9][CH3:10])[O:11][C:18]([c:19]1[cH:20][cH:21][cH:22][cH:23][cH:24]1)=[O:25].